Dataset: the Open Reaction Database (ORD), a public repository of structured organic reaction records. Task: describe an organic reaction: reactants, conditions, products, and yield Starting materials: CS(=O)(=O)Cl, CCN(C(C)C)C(C)C, C[Si](C)(C)CCOCn1ccc2nc(-c3cccnc3NC3CCNC3)cnc21. Product: C[Si](C)(C)CCOCn1ccc2nc(-c3cccnc3NC3CCN(S(C)(=O)=O)C3)cnc21. RXN SMILES: [CH3:30][S:31]([Cl:32])(=[O:33])=[O:34].[CH:35]([N:36]([CH2:37][CH3:38])[CH:39]([CH3:40])[CH3:41])([CH3:42])[CH3:43].[NH:1]1[CH2:2][CH:3]([NH:6][c:7]2[n:8][cH:9][cH:10][cH:11][c:12]2-[c:13]2[n:14][c:15]3[c:16]([n:17][cH:18]2)[n:19]([CH2:22][O:23][CH2:24][CH2:25][Si:26]([CH3:27])([CH3:28])[CH3:29])[cH:20][cH:21]3)[CH2:4][CH2:5]1>>[N:1]1([S:31]([CH3:30])(=[O:33])=[O:34])[CH2:2][CH:3]([NH:6][c:7]2[n:8][cH:9][cH:10][cH:11][c:12]2-[c:13]2[n:14][c:15]3[c:16]([n:17][cH:18]2)[n:19]([CH2:22][O:23][CH2:24][CH2:25][Si:26]([CH3:27])([CH3:28])[CH3:29])[cH:20][cH:21]3)[CH2:4][CH2:5]1. Starting materials: CCOC(=O)C.CO (EtOAc MeOH), N-Hydroxysuccinimidyl 2-(methoxymethoxy)benzoate, [Li+].[OH-] (LiOH), COCOC1=C(C(=O)OC)C=CC=C1 (methyl 2-(methoxymethoxy)benzoate). Run in CO (CH3OH), CO (MeOH), O (water). Product: COCOC1=C(C(=O)O)C=CC=C1 (2-(methoxymethoxy)benzoic acid). The yield is 93.4%. As a reaction SMILES: CCOC(C)=O.CO.[Li+].[OH-].[CH3:11][O:12][CH2:13][O:14][C:15]1[CH:24]=[CH:23][CH:22]=[CH:21][C:16]=1[C:17]([O:19]C)=[O:18]>CO.O>[CH3:11][O:12][CH2:13][O:14][C:15]1[CH:24]=[CH:23][CH:22]=[CH:21][C:16]=1[C:17]([OH:19])=[O:18] |f:0.1,2.3|. Procedure details: 2′,3-O-Isopropylidene-5′-O-(sulfamoyl)aristeromycin. This was prepared from 2′,3′-O-isopropylidenearisteromycin (290 mg, 0.95 mmol, 1.0 equiv) using the general procedure for sulfamoylation. Purification by flash chromatography (4:1 EtOAc/MeOH) afforded the title compound as a thick oil (230 mg, 63%): Rf 0.70 (3:1 EtOAc/MeOH); [α]20D −6.6 (c 1.8, CH3OH); 1H NMR (600 MHz, CD3OD) δ 1.29 (s, 3H), 1.54 (s, 3H), 2.37 (q, J=12.0 Hz, 1H), 2.46-2.54 (m, 1H), 2.54-2.64 (m, 1H), 4.24 (dd, J=16.2, 6.6 Hz, ... Reactants: ClC1=C(C=NC2=CC(=C(C=C12)OC)OC)C#N (4-chloro-6,7-dimethoxy-3-quinolinecarbonitrile), Cl.N1=CC=CC=C1 (pyridine hydrochloride), NC1=CC=C(C(=O)N)C=C1 (4-amino-benzamide). Run in C(C)OCCO (2-ethoxyethanol). The product is C(#N)C=1C=NC2=CC(=C(C=C2C1NC1=CC=C(C(=O)N)C=C1)OC)OC (4-(3-Cyano-6,7-dimethoxy-quinolin-4-ylamino)-benzamide). Isolated yield 73.4%. As a reaction SMILES: Cl[C:2]1[C:11]2[C:6](=[CH:7][C:8]([O:14][CH3:15])=[C:9]([O:12][CH3:13])[CH:10]=2)[N:5]=[CH:4][C:3]=1[C:16]#[N:17].Cl.N1C=CC=CC=1.[NH2:25][C:26]1[CH:34]=[CH:33][C:29]([C:30]([NH2:32])=[O:31])=[CH:28][CH:27]=1>C(OCCO)C>[C:16]([C:3]1[CH:4]=[N:5][C:6]2[C:11]([C:2]=1[NH:25][C:26]1[CH:34]=[CH:33][C:29]([C:30]([NH2:32])=[O:31])=[CH:28][CH:27]=1)=[CH:10][C:9]([O:12][CH3:13])=[C:8]([O:14][CH3:15])[CH:7]=2)#[N:17] |f:1.2|. Procedure details: Using an analogous procedure to that described in Example 286, 248.7 mg (1 mmol) of 4-chloro-6,7-dimethoxy-3-quinolinecarbonitrile in 10 mL of 2-ethoxyethanol and in the presence of 115.6 mg (1 mmol) of pyridine hydrochloride was reacted with 163.4 mg (1.2 mmol) of 4-amino-benzamide to give 255.7 mg (73.4%) of the product as a light yellow solid, m.p.>250° C., mass (electrospray, m/e): M+H 348.9. Reactants: C(C)(=O)C1=NC=CC(=C1Cl)CC (2-acetyl-3-chloro-4-ethylpyridine), Br.BrC1=NC=CC(=C1)C (2-bromo-4-methylpyridine hydrobromide). Product: Br.BrCC(=O)C1=NC=CC(=C1Cl)CC (2-Bromoacetyl-3-chloro-4-ethylpyridine hydrobromide). As a reaction SMILES: [C:1]([C:4]1[C:9]([Cl:10])=[C:8]([CH2:11][CH3:12])[CH:7]=[CH:6][N:5]=1)(=[O:3])[CH3:2].[BrH:13].[Br:14]C1C=C(C)C=CN=1>>[BrH:14].[Br:13][CH2:2][C:1]([C:4]1[C:9]([Cl:10])=[C:8]([CH2:11][CH3:12])[CH:7]=[CH:6][N:5]=1)=[O:3] |f:1.2,3.4|. Procedure: The title compound was prepared from 2-acetyl-3-chloro-4-ethylpyridine according to the procedure for preparing 2-bromo-4-methylpyridine hydrobromide described in step 2 of Example 31. The reactants are [BH4-], N#CC(=Cc1cccnc1)c1ccc(Br)cc1, CO, [Na+]. The product is N#CC(Cc1cccnc1)c1ccc(Br)cc1. Reaction SMILES: [BH4-:18].[C:1](#[N:2])[C:3](=[CH:4][c:5]1[cH:6][n:7][cH:8][cH:9][cH:10]1)[c:11]1[cH:12][cH:13][c:14]([Br:17])[cH:15][cH:16]1.[CH3:20][OH:21].[Na+:19]>>[C:1](#[N:2])[CH:3]([CH2:4][c:5]1[cH:6][n:7][cH:8][cH:9][cH:10]1)[c:11]1[cH:12][cH:13][c:14]([Br:17])[cH:15][cH:16]1. The reactants are FC1=C(NC(C(=O)OC)C)C=CC(=C1F)F (Methyl 2-(2,3,4-trifluoroanilino)propionate), methyl (2R)-2-(2,3,4-trifluoroanilino) propionate. Solvent: P(=O)([O-])([O-])[O-] (phosphate). Conditions: temperature 30 celsius, time 48 hour. The product is FC1=C(N[C@H](C(=O)O)C)C=CC(=C1F)F ((2S)-2-(2,3,4-Trifluoroanilino)propionic acid). Isolated yield 47.9%. RXN SMILES: [F:1][C:2]1[C:14]([F:15])=[C:13]([F:16])[CH:12]=[CH:11][C:3]=1[NH:4][CH:5]([CH3:10])[C:6]([O:8]C)=[O:7]>P([O-])([O-])([O-])=O>[F:1][C:2]1[C:14]([F:15])=[C:13]([F:16])[CH:12]=[CH:11][C:3]=1[NH:4][C@@H:5]([CH3:10])[C:6]([OH:8])=[O:7]. Procedure details: Microbial cells (IFO-1575; Zygoascus hellenicus) were cultured in an MY medium (pH 6.0; 50 ml) at 30° C. for 48 hours. Methyl 2-(2,3,4-trifluoroanilino)propionate (1.0 g) was suspended in a 0.1 M phosphate buffer solution (pH 6.5; 90 ml). Then the above-described liquid culture (10 ml) was added thereto and gently stirred. The mixture was stirred for additional 16 hours while maintaining at 30° C. Then it was treated as in Example 43 to thereby give methyl (2R)-2-(2,3,4-trifluoroanilino) propion... Reactants: C1=CC=CC=C1 (benzene), [Mg] (magnesium), C(=O)=O (CO2), II (iodine), C1(=CC=CC=C1)C1OC2=C(O1)C=CC=C2CCBr (2-phenyl-2-bromoethyl-1,3-benzodioxole). The solvent is CCOCC (ether), CCOCC (ether). Product: C1(=CC=CC=C1)C1(OC2=C(O1)C=CC=C2)CC(=O)O ((2-Phenyl-1,3-benzodioxol-2-yl)acetic acid). RXN SMILES: [Mg].II.[C:4]1([CH:10]2[O:14][C:13]3[CH:15]=[CH:16][CH:17]=[C:18](CCBr)[C:12]=3[O:11]2)[CH:9]=[CH:8][CH:7]=[CH:6][CH:5]=1.[C:22](=[O:24])=[O:23].[CH:25]1C=CC=CC=1>CCOCC>[C:4]1([C:10]2([CH2:25][C:22]([OH:24])=[O:23])[O:11][C:12]3[CH:18]=[CH:17][CH:16]=[CH:15][C:13]=3[O:14]2)[CH:5]=[CH:6][CH:7]=[CH:8][CH:9]=1. Reported procedure: To a mixture of 0.61 g. of magnesium, in chips, 10 cc. of anhydrous ether and one crystal of iodine, one cc. of a solution of 7.3 g. of 2-phenyl-2-bromoethyl-1,3-benzodioxole in 25 cc. of anhydrous ether is added. When the reaction has begun, the mixture is stirred and the rest of the mixture is then added dropwise. The mixture is then refluxed for 2 hours. After cooling CO2 is bubbled into the reaction mixture for 2 hours. The mixture is then cooled with ice and hydrolysed with 25% H2SO4. The e... The reactants are ClCC=1N(C=CN1)C (2-(chloromethyl)-1-methyl-1H-imidazole), C(=O)([O-])[O-].[K+].[K+] (K2CO3), ClCC=1N(C=CN1)C (2-(chloromethyl)-1-methyl-1H-imidazole), OC=1C=C(C=CC1)C1=NC2=CC=CC=C2C(=N1)NC=1C=C2C=NN(C2=CC1)C(=O)OC(C)(C)C (tert-butyl 5-(2-(3-hydroxyphenyl)quinazolin-4-ylamino)-1H-indazole-1-carboxylate), ClCC=1N(C=CN1)C (2-(chloromethyl)-1-methyl-1H-imidazole), C(=O)([O-])[O-].[K+].[K+] (K2CO3). The solvent is C(Cl)Cl (CH2Cl2), CN(C)C=O (DMF). Product: CN1C(=NC=C1)COC=1C=C(C=CC1)C1=NC2=CC=CC=C2C(=N1)NC=1C=C2C=NN(C2=CC1)C(=O)OC(C)(C)C (tert-butyl 5-(2-(3-((1-methyl-1H-imidazol-2-yl)methoxy)-phenyl)quinazolin-4-ylamino)-1H-indazole-1-carboxylate). As a reaction SMILES: [OH:1][C:2]1[CH:3]=[C:4]([C:8]2[N:17]=[C:16]([NH:18][C:19]3[CH:20]=[C:21]4[C:25](=[CH:26][CH:27]=3)[N:24]([C:28]([O:30][C:31]([CH3:34])([CH3:33])[CH3:32])=[O:29])[N:23]=[CH:22]4)[C:15]3[C:10](=[CH:11][CH:12]=[CH:13][CH:14]=3)[N:9]=2)[CH:5]=[CH:6][CH:7]=1.Cl[CH2:36][C:37]1[N:38]([CH3:42])[CH:39]=[CH:40][N:41]=1.C([O-])([O-])=O.[K+].[K+]>CN(C=O)C.C(Cl)Cl>[CH3:42][N:38]1[CH:39]=[CH:40][N:41]=[C:37]1[CH2:36][O:1][C:2]1[CH:3]=[C:4]([C:8]2[N:17]=[C:16]([NH:18][C:19]3[CH:20]=[C:21]4[C:25](=[CH:26][CH:27]=3)[N:24]([C:28]([O:30][C:31]([CH3:34])([CH3:33])[CH3:32])=[O:29])[N:23]=[CH:22]4)[C:15]3[C:10](=[CH:11][CH:12]=[CH:13][CH:14]=3)[N:9]=2)[CH:5]=[CH:6][CH:7]=1 |f:2.3.4|. Procedure details: A solution of tert-butyl 5-(2-(3-hydroxyphenyl)quinazolin-4-ylamino)-1H-indazole-1-carboxylate (50 mg, 0.11 mmol), 2-(chloromethyl)-1-methyl-1H-imidazole (22 mg, 0.13 mmol), KI (22 mg, 0.13 mmol), K2CO3 (76 mg, 0.55 mmol) in anhydrous DMF (1.2 mL) was heated at 50° C. for 100 minutes. Added 1.2 equivalents each of 2-(chloromethyl)-1-methyl-1H-imidazole and KI and heated for another 35 minutes. Added 2.4 equivalents each of 2-(chloromethyl)-1-methyl-1H-imidazole and KI along with 2.0 equivalents ...